This data is from the Open Reaction Database (ORD), a public repository of structured organic reaction records. The task is: describe an organic reaction: reactants, conditions, products, and yield Reactants: CCOCc1cc(Br)cc(Br)c1, [Li]CCCC, CC(=O)c1ccc(OC(F)F)c(C)c1. The product is CCOCc1cc(Br)cc(C(C)(O)c2ccc(OC(F)F)c(C)c2)c1. Reaction SMILES: [Br:15][c:16]1[cH:17][c:18]([Br:26])[cH:19][c:20]([CH2:22][O:23][CH2:24][CH3:25])[cH:21]1.[CH2:27]([Li:28])[CH2:29][CH2:30][CH3:31].[F:1][CH:2]([O:3][c:4]1[c:5]([CH3:13])[cH:6][c:7]([C:10]([CH3:11])=[O:12])[cH:8][cH:9]1)[F:14]>>[F:1][CH:2]([O:3][c:4]1[c:5]([CH3:13])[cH:6][c:7]([C:10]([CH3:11])([OH:12])[c:16]2[cH:17][c:18]([Br:26])[cH:19][c:20]([CH2:22][O:23][CH2:24][CH3:25])[cH:21]2)[cH:8][cH:9]1)[F:14]. Reactants: Fc1ccc(Br)c(-c2nnn[nH]2)c1, O=C([O-])[O-], CI, [K+], [K+], CN(C)C=O. The product is Cn1nnc(-c2cc(F)ccc2Br)n1. As a reaction SMILES: [Br:1][c:2]1[c:3](-[c:9]2[n:10][n:11][n:12][nH:13]2)[cH:4][c:5]([F:8])[cH:6][cH:7]1.[C:16](=[O:17])([O-:18])[O-:19].[CH3:14][I:15].[K+:20].[K+:21].[O:22]=[CH:23][N:24]([CH3:25])[CH3:26]>>[Br:1][c:2]1[c:3](-[c:9]2[n:10][n:11][n:12]([CH3:16])[n:13]2)[cH:4][c:5]([F:8])[cH:6][cH:7]1. Starting materials: C(C)OC(C1=C(C=CC(=C1)CN1CCC(CC1)C1=CNC2=CC=CC=C12)OC)=O (5-[4-(1H-indol-3-yl)-piperidin-1-ylmethyl]-2-methoxy-benzoic acid ethyl ester), CS(=O)(=O)OCCC=1SC=CC1 (2-thiophen-2-yl-ethyl methansulfonate). Product: COC1=C(C(=O)O)C=C(C=C1)CN1CCC(CC1)C1=CN(C2=CC=CC=C12)CCC=1SC=CC1 (2-methoxy-5-{4-[1-(2-thiophen-2-yl-ethyl)-1H-indol-3-yl]-piperidin-1-ylmethyl}-benzoic acid). RXN SMILES: C([O:3][C:4](=[O:29])[C:5]1[CH:10]=[C:9]([CH2:11][N:12]2[CH2:17][CH2:16][CH:15]([C:18]3[C:26]4[C:21](=[CH:22][CH:23]=[CH:24][CH:25]=4)[NH:20][CH:19]=3)[CH2:14][CH2:13]2)[CH:8]=[CH:7][C:6]=1[O:27][CH3:28])C.CS(O[CH2:35][CH2:36][C:37]1[S:38][CH:39]=[CH:40][CH:41]=1)(=O)=O>>[CH3:28][O:27][C:6]1[CH:7]=[CH:8][C:9]([CH2:11][N:12]2[CH2:17][CH2:16][CH:15]([C:18]3[C:26]4[C:21](=[CH:22][CH:23]=[CH:24][CH:25]=4)[N:20]([CH2:35][CH2:36][C:37]4[S:38][CH:39]=[CH:40][CH:41]=4)[CH:19]=3)[CH2:14][CH2:13]2)=[CH:10][C:5]=1[C:4]([OH:3])=[O:29]. Procedure details: This compound was prepared following the procedure described in example 1 (part E) starting with 0.07 g (0.18 mmol) of 5-[4-(1H-indol-3-yl)-piperidin-1-ylmethyl]-2-methoxy-benzoic acid ethyl ester and 0.05 g (0.25 mmol) of 2-thiophen-2-yl-ethyl methansulfonate. After the standard purification, 0.009 g (10% of yield) of the expected acid was obtained. Reported procedure: Using 4-{[3-methyl-1-(3-methyl-1-benzothiophen-2-yl)butyl]amino}benzoic acid (300 mg) synthesized above and ethyl 3-(methylamino)propanoate (134 mg) and in the same manner as in Example A1(4), the title object compound (218 mg, 59%) was obtained as a white solid. Product: CN(CCC(=O)O)C(=O)C1=CC=C(C=C1)NC(CC(C)C)C=1SC2=C(C1C)C=CC=C2 (3-{methyl[(4-{[3-methyl-1-(3-methyl-1-benzothiophen-2-yl)butyl]amino}phenyl)carbonyl]amino}propanoic acid). Starting materials: CC(CC(C=1SC2=C(C1C)C=CC=C2)NC2=CC=C(C(=O)O)C=C2)C (4-{[3-methyl-1-(3-methyl-1-benzothiophen-2-yl)butyl]amino}benzoic acid), CNCCC(=O)OCC (ethyl 3-(methylamino)propanoate), compound. Reaction SMILES: [CH3:1][CH:2]([CH3:25])[CH2:3][CH:4]([NH:15][C:16]1[CH:24]=[CH:23][C:19]([C:20](O)=[O:21])=[CH:18][CH:17]=1)[C:5]1[S:6][C:7]2[CH:14]=[CH:13][CH:12]=[CH:11][C:8]=2[C:9]=1[CH3:10].[CH3:26][NH:27][CH2:28][CH2:29][C:30]([O:32]CC)=[O:31]>>[CH3:26][N:27]([C:20]([C:19]1[CH:18]=[CH:17][C:16]([NH:15][CH:4]([C:5]2[S:6][C:7]3[CH:14]=[CH:13][CH:12]=[CH:11][C:8]=3[C:9]=2[CH3:10])[CH2:3][CH:2]([CH3:25])[CH3:1])=[CH:24][CH:23]=1)=[O:21])[CH2:28][CH2:29][C:30]([OH:32])=[O:31]. Starting materials: C(#N)C1=CC=C(C=C1)O (p-cyanophenol), CO (methanol), BrC(C(=O)OC)C1=CC=C(C=C1)OCCCOC1=CC=C(C=C1)Cl (methyl bromo{p-[3-(p-chlorophenoxy)propoxy]phenyl}acetate), C[O-].[Na+] (sodium methoxide). Solvent: C1=CC=CC=C1 (benzene). Yields the product COC(C(C1=CC=C(C=C1)OCCCOC1=CC=C(C=C1)Cl)OC1=CC=C(C=C1)C#N)=O (Methyl(p-cyanophenoxy){p-[3-(p-chlorophenoxy)propoxy]phenyl}acetate). The yield is 41.2%. RXN SMILES: [C:1]([C:3]1[CH:8]=[CH:7][C:6]([OH:9])=[CH:5][CH:4]=1)#[N:2].CO.C[O-].[Na+].Br[CH:16]([C:21]1[CH:26]=[CH:25][C:24]([O:27][CH2:28][CH2:29][CH2:30][O:31][C:32]2[CH:37]=[CH:36][C:35]([Cl:38])=[CH:34][CH:33]=2)=[CH:23][CH:22]=1)[C:17]([O:19][CH3:20])=[O:18]>C1C=CC=CC=1>[CH3:20][O:19][C:17](=[O:18])[CH:16]([O:9][C:6]1[CH:7]=[CH:8][C:3]([C:1]#[N:2])=[CH:4][CH:5]=1)[C:21]1[CH:22]=[CH:23][C:24]([O:27][CH2:28][CH2:29][CH2:30][O:31][C:32]2[CH:33]=[CH:34][C:35]([Cl:38])=[CH:36][CH:37]=2)=[CH:25][CH:26]=1 |f:2.3|. Procedure: To a mixture of 2.98 g of p-cyanophenol and 40 ml of methanol is added 1.19 g of sodium methoxide. To the mixture is added 8.22 g of methyl bromo{p-[3-(p-chlorophenoxy)propoxy]phenyl}acetate and 10 ml of benzene. The mixture is refluxed for 22 hours and the solvent removed under reduced pressure. The residue is chromatographed over silica gel with dichloromethane as the solvent. The product is obtained as an oil which is crystallized from methylcyclohexane-methanol and a small amount of hexane. ...